This data is from the Open Reaction Database (ORD), a public repository of structured organic reaction records. The task is: describe an organic reaction: reactants, conditions, products, and yield Reactants: CC(=O)O, Nc1nc(Cl)nc2c1ncn2COCCO, O=N[O-], [Na+]. Product: O=c1[nH]c(Cl)nc2c1ncn2COCCO. RXN SMILES: [CH3:21][C:22](=[O:23])[OH:24].[Cl:5][c:6]1[n:7][c:8]([NH2:20])[c:9]2[n:10][cH:11][n:12]([CH2:15][O:16][CH2:17][CH2:18][OH:19])[c:13]2[n:14]1.[N:1](=[O:2])[O-:3].[Na+:4]>>[O:2]=[c:8]1[nH:7][c:6]([Cl:5])[n:14][c:13]2[c:9]1[n:10][cH:11][n:12]2[CH2:15][O:16][CH2:17][CH2:18][OH:19]. The reactants are 11q, C(C1=CC=CC=C1)N([C@@H]1[C@@H](C[C@@H](CC1)N(C)C(C)C)CC(C(C)C)O)CC1=CC=CC=C1 (1-((1S,2S,5R)-2-(dibenzylamino)-5-(isopropyl(methyl)amino)cyclohexyl)-3-methylbutan-2-ol), Cl (HCl). The reagents and catalysts are [OH-].[OH-].[Pd+2] (Pd(OH)2 on carbon). Run in C(C)O (ethanol), C(C)(=O)O (acetic acid), CO (methanol). Reaction conditions: time 24 hour. Yields the product N[C@@H]1[C@@H](C[C@@H](CC1)N(C)C(C)C)CC(C(C)C)O (1-((1S,2S,5R)-2-amino-5-(isopropyl(methyl)amino)cyclohexyl)-3-methylbutan-2-ol), Cl (HCl). Reaction SMILES: C([N:8](CC1C=CC=CC=1)[C@H:9]1[CH2:14][CH2:13][C@@H:12]([N:15]([CH:17]([CH3:19])[CH3:18])[CH3:16])[CH2:11][C@H:10]1[CH2:20][CH:21]([OH:25])[CH:22]([CH3:24])[CH3:23])C1C=CC=CC=1.[ClH:33]>C(O)C.C(O)(=O)C.CO.[OH-].[OH-].[Pd+2]>[NH2:8][C@H:9]1[CH2:14][CH2:13][C@@H:12]([N:15]([CH:17]([CH3:19])[CH3:18])[CH3:16])[CH2:11][C@H:10]1[CH2:20][CH:21]([OH:25])[CH:22]([CH3:24])[CH3:23].[ClH:33] |f:5.6.7|. Reported procedure: Examples 11p and 11q, Step 9: To a solution of the isomeric mixture of 1-((1S,2S,5R)-2-(dibenzylamino)-5-(isopropyl(methyl)amino)cyclohexyl)-3-methylbutan-2-ol (166 mg, 0.38 mmoles) in 5 ml of ethanol and 1 ml of acetic acid was added about 150 mg of Pd(OH)2 on carbon (20%, wet, Aldrich), and the mixture was stirred under hydrogen (52 psi) for 24 hours. After removal of the catalyst by filtration. The solvents were evaporated off to give an oily residue. The residue was dissolved in methanol and... The reactants are CN1C(=NC2=C1C=CC(=C2)N(CC(=O)OCC)S(=O)(=O)C=2C=CC=C1C=CC=NC21)CCC2=CC=C(S2)C(N)=N (1-methyl-2-[2-(2-amidinothiophen-5-yl)-ethyl]-5-[N-(ethoxycarbonylmethyl)-quinoline-8-sulphonylamino]-benzimidazole), [OH-].[Na+] (sodium hydroxide). The product is CN1C(=NC2=C1C=CC(=C2)N(CC(=O)O)S(=O)(=O)C=2C=CC=C1C=CC=NC21)CCC2=CC=C(S2)C(N)=N (1-methyl-2-[2-(2-amidinothiophen-5-yl)-ethyl]-5-[N-(hydroxycarbonylmethyl)-quinoline-8-sulphonylamino]-benzimidazole). Reaction SMILES: [CH3:1][N:2]1[C:6]2[CH:7]=[CH:8][C:9]([N:11]([S:18]([C:21]3[CH:22]=[CH:23][CH:24]=[C:25]4[C:30]=3[N:29]=[CH:28][CH:27]=[CH:26]4)(=[O:20])=[O:19])[CH2:12][C:13]([O:15]CC)=[O:14])=[CH:10][C:5]=2[N:4]=[C:3]1[CH2:31][CH2:32][C:33]1[S:37][C:36]([C:38](=[NH:40])[NH2:39])=[CH:35][CH:34]=1.[OH-].[Na+]>>[CH3:1][N:2]1[C:6]2[CH:7]=[CH:8][C:9]([N:11]([S:18]([C:21]3[CH:22]=[CH:23][CH:24]=[C:25]4[C:30]=3[N:29]=[CH:28][CH:27]=[CH:26]4)(=[O:20])=[O:19])[CH2:12][C:13]([OH:15])=[O:14])=[CH:10][C:5]=2[N:4]=[C:3]1[CH2:31][CH2:32][C:33]1[S:37][C:36]([C:38](=[NH:39])[NH2:40])=[CH:35][CH:34]=1 |f:1.2|. Procedure: Prepared analogously to Example 3 from 1-methyl-2-[2-(2-amidinothiophen-5-yl)-ethyl]-5-[N-(ethoxycarbonylmethyl)-quinoline-8-sulphonylamino]-benzimidazole and sodium hydroxide solution.